The task is: describe an organic reaction: reactants, conditions, products, and yield. This data is from the Open Reaction Database (ORD), a public repository of structured organic reaction records. Run in ClCCl (dichloromethane), C(C)#N (acetonitrile), ClCCl (dichloromethane). The product is BrC1=C2CN(C(C(C3=CC(=C(C(COC(NC(C=C1)=C2)=O)(F)F)C(=C3)C)C)NC=3C=C2C=CN=C(C2=CC3)N(C(OC(C)(C)C)=O)C(=O)OC(C)(C)C)=O)C (tert-Butyl N-[6-({7-bromo-15,15-difluoro-4,17,20-trimethyl-3,12-dioxo-13-oxa-4,11-diazatricyclo[14.2.2.16,10]henicosa-1(18),6,8,10 (21),16,19-hexaen-2-yl}amino)isoquinolin-1-yl]-N-[(tert-butoxy)carbonyl]carbamate). Run at temperature 0 celsius, time 15 minute. Yield: 59.4%. Starting materials: NC=1C=CC(=C(C1)CN(C(=O)C(C1=CC(=C(C(=C1)C)C(CO)(F)F)C)NC=1C=C2C=CN=C(C2=CC1)N(C(OC(C)(C)C)=O)C(=O)OC(C)(C)C)C)Br (tert-Butyl N-{6-[({[(5-amino-2-bromophenyl)methyl](methyl)carbamoyl}[4-(1,1-difluoro-2-hydroxyethyl)-3,5-dimethylphenyl]methyl)amino]isoquinolin-1-yl}-N-[(tert-butoxy)carbonyl]carbamate), C(=O)(Cl)Cl (phosgene), TEA. Procedure: To a solution of 4A (289 mg, 0.362 mmol) in dichloromethane (5 mL) and acetonitrile (5.00 mL) at 0° C., was added phosgene (20% in toluene) (0.242 mL, 0.488 mmol). The reaction mixture was stirred at 0° C. for 15 min. Nitrogen was bubbled though the mixture for 0.5 h, then DMPU (˜0.4 mL) was added. The resulting solution was added dropwise via a syringe pump into a solution of TEA (0.353 mL, 2.53 mmol) in dichloromethane (90 mL) at rt over 4 h, stirred for an additional 15 min and then evaporate... RXN SMILES: [NH2:1][C:2]1[CH:3]=[CH:4][C:5]([Br:53])=[C:6]([CH2:8][N:9]([CH3:52])[C:10]([CH:12]([NH:26][C:27]2[CH:28]=[C:29]3[C:34](=[CH:35][CH:36]=2)[C:33]([N:37]([C:45]([O:47][C:48]([CH3:51])([CH3:50])[CH3:49])=[O:46])[C:38](=[O:44])[O:39][C:40]([CH3:43])([CH3:42])[CH3:41])=[N:32][CH:31]=[CH:30]3)[C:13]2[CH:18]=[C:17]([CH3:19])[C:16]([C:20]([F:24])([F:23])[CH2:21][OH:22])=[C:15]([CH3:25])[CH:14]=2)=[O:11])[CH:7]=1.[C:54](Cl)(Cl)=[O:55]>ClCCl.C(#N)C>[Br:53][C:5]1[CH:4]=[CH:3][C:2]2=[CH:7][C:6]=1[CH2:8][N:9]([CH3:52])[C:10](=[O:11])[CH:12]([NH:26][C:27]1[CH:28]=[C:29]3[C:34](=[CH:35][CH:36]=1)[C:33]([N:37]([C:38]([O:39][C:40]([CH3:43])([CH3:41])[CH3:42])=[O:44])[C:45](=[O:46])[O:47][C:48]([CH3:51])([CH3:50])[CH3:49])=[N:32][CH:31]=[CH:30]3)[C:13]1[CH:14]=[C:15]([CH3:25])[C:16]([C:20]([F:23])([F:24])[CH2:21][O:22][C:54](=[O:55])[NH:1]2)=[C:17]([CH3:19])[CH:18]=1. The reactants are NCCCC1=CC=C(S1)C(=O)N (5-(3-aminopropyl)-2-thiophenecarboxamide), C1(=CC=CC=C1)C1CO1 ((±)-phenylethylene oxide). Run in C(C)O (ethanol). Product: OC(CN(CCCC1=CC=C(S1)C(=O)N)CC(C1=CC=CC=C1)O)C1=CC=CC=C1 (5-[3-[bis-(β-hydroxyphenethyl)amino]propyl]-2-thiophenecarboxamide). Reaction SMILES: [NH2:1][CH2:2][CH2:3][CH2:4][C:5]1[S:9][C:8]([C:10]([NH2:12])=[O:11])=[CH:7][CH:6]=1.[C:13]1([CH:19]2[O:21][CH2:20]2)[CH:18]=[CH:17][CH:16]=[CH:15][CH:14]=1>C(O)C>[OH:21][CH:19]([C:13]1[CH:14]=[CH:15][CH:16]=[CH:17][CH:18]=1)[CH2:20][N:1]([CH2:20][CH:19]([OH:21])[C:13]1[CH:18]=[CH:17][CH:16]=[CH:15][CH:14]=1)[CH2:2][CH2:3][CH2:4][C:5]1[S:9][C:8]([C:10]([NH2:12])=[O:11])=[CH:7][CH:6]=1. Reported procedure: 750 mg of 5-(3-aminopropyl)-2-thiophenecarboxamide and 0.47 ml of (±)-phenylethylene oxide were heated to boiling for 4 hours in 4.7 ml of ethanol. After evaporation of the solvent in vacuo, the residue was chromatographed on silica gel with ether/methanol. There were obtained 400 mg of 5-[3-[bis-(β-hydroxyphenethyl)amino]propyl]-2-thiophenecarboxamide; UV: ε277 =11250. Starting materials: starch, 0.1-N, [I-].[K+] (potassium iodide), OO (hydrogen peroxide), S(O)(O)(=O)=O (sulfuric acid), OO (hydrogen peroxide), S(=S)(=O)([O-])[O-].[Na+].[Na+] (sodium thiosulfate). Reagents/catalysts: [NH4+] (ammonium). The solvent is O (water). Yields the product [I-].[K+].S(=S)(=O)([O-])[O-].[Na+].[Na+] (Potassium Iodide Sodium Thiosulfate). Reaction SMILES: OO.S(=O)(=O)(O)O.[I-:8].[K+:9].[S:10]([O-:14])([O-:13])(=[O:12])=[S:11].[Na+:15].[Na+]>[NH4+].O>[I-:8].[K+:9].[S:10]([O-:14])([O-:13])(=[O:12])=[S:11].[Na+:15].[Na+:15] |f:2.3,4.5.6,9.10.11.12.13|. Reported procedure: This potassium iodide-sodium thiosulfate titration of hydrogen peroxide can be used in the presence of oxidizable organic materials. Typically, 0.1-N sodium thiosulfate is used to back titrate iodine produced by the oxidation of potassium iodide by the hydrogen peroxide sample. The hydrogen peroxide sample is added to approximately 100 mL of water that contains 10 mL of a 1:4 (volume/volume) sulfuric acid solution. Next, 10 mL of 20-weight-percent potassium iodide, and 3 to 5 drops of ammonium m... The reactants are [C-]#N, C1CCOC1, COC(=O)c1ccc(I)cc1-c1ccccc1C, [K+], c1ccc(P(c2ccccc2)(c2ccccc2)[Pd](P(c2ccccc2)(c2ccccc2)c2ccccc2)(P(c2ccccc2)(c2ccccc2)c2ccccc2)P(c2ccccc2)(c2ccccc2)c2ccccc2)cc1. The product is COC(=O)c1ccc(C#N)cc1-c1ccccc1C. RXN SMILES: [C-:19]#[N:20].[CH2:22]1[O:23][CH2:24][CH2:25][CH2:26]1.[I:1][c:2]1[cH:3][c:4](-[c:12]2[c:13]([CH3:18])[cH:14][cH:15][cH:16][cH:17]2)[c:5]([C:6](=[O:7])[O:8][CH3:9])[cH:10][cH:11]1.[K+:21].[cH:27]1[cH:28][cH:29][c:30]([P:31]([Pd:32]([P:33]([c:34]2[cH:35][cH:36][cH:37][cH:38][cH:39]2)([c:40]2[cH:41][cH:42][cH:43][cH:44][cH:45]2)[c:46]2[cH:47][cH:48][cH:49][cH:50][cH:51]2)([P:52]([c:53]2[cH:54][cH:55][cH:56][cH:57][cH:58]2)([c:59]2[cH:60][cH:61][cH:62][cH:63][cH:64]2)[c:65]2[cH:66][cH:67][cH:68][cH:69][cH:70]2)[P:71]([c:72]2[cH:73][cH:74][cH:75][cH:76][cH:77]2)([c:78]2[cH:79][cH:80][cH:81][cH:82][cH:83]2)[c:84]2[cH:85][cH:86][cH:87][cH:88][cH:89]2)([c:90]2[cH:91][cH:92][cH:93][cH:94][cH:95]2)[c:96]2[cH:97][cH:98][cH:99][cH:100][cH:101]2)[cH:102][cH:103]1>>[c:2]1([C:19]#[N:20])[cH:3][c:4](-[c:12]2[c:13]([CH3:18])[cH:14][cH:15][cH:16][cH:17]2)[c:5]([C:6](=[O:7])[O:8][CH3:9])[cH:10][cH:11]1. The reactants are CC1=CC=C(C=C1)C1=CC=C(O1)C#N (5-(p-methylphenyl)-2-furonitrile), Cl.NO (hydroxylamine hydrochloride), [OH-].[K+] (potassium hydroxide). The solvent is C(C)O (ethanol). The product is CC1=CC=C(C=C1)C1=CC=C(O1)C(N)=NO (5-(p-Methylphenyl)-2-furamidoxime). As a reaction SMILES: [CH3:1][C:2]1[CH:7]=[CH:6][C:5]([C:8]2[O:12][C:11]([C:13]#[N:14])=[CH:10][CH:9]=2)=[CH:4][CH:3]=1.Cl.[NH2:16][OH:17].[OH-].[K+]>C(O)C>[CH3:1][C:2]1[CH:7]=[CH:6][C:5]([C:8]2[O:12][C:11]([C:13](=[N:16][OH:17])[NH2:14])=[CH:10][CH:9]=2)=[CH:4][CH:3]=1 |f:1.2,3.4|. Reported procedure: A mixture of 9.0 g (0.050 mole) of 5-(p-methylphenyl)-2-furonitrile, 3.75 g (0.054 mole) of hydroxylamine hydrochloride, 3.5 g (0.054 mole) of potassium hydroxide and 125 ml of absolute ethanol was refluxed for 2 hours and then cooled in an ice bath. The insoluble material was filtered and discarded. The filtrate was added to a mixture of ice/H2O and the resulting solid was filtered and stirred in 150 ml of refluxing hexane. The mixture was filtered hot and the solid was air dried to yield 7 g (...